From a dataset of the Open Reaction Database (ORD), a public repository of structured organic reaction records. describe an organic reaction: reactants, conditions, products, and yield The reactants are N#Cc1nc(-c2c(F)cccc2F)oc1Br, O=C([O-])O, [Na+], O=S(=O)(O)O. Product: NC(=O)c1nc(-c2c(F)cccc2F)oc1Br. RXN SMILES: [Br:1][c:2]1[c:3]([C:15]#[N:16])[n:4][c:5](-[c:7]2[c:8]([F:14])[cH:9][cH:10][cH:11][c:12]2[F:13])[o:6]1.[C:17]([O-:18])(=[O:19])[OH:20].[Na+:21].[S:22](=[O:23])(=[O:24])([OH:25])[OH:26]>>[Br:1][c:2]1[c:3]([C:15]([NH2:16])=[O:18])[n:4][c:5](-[c:7]2[c:8]([F:14])[cH:9][cH:10][cH:11][c:12]2[F:13])[o:6]1. The reactants are C(C1=CC=CC=C1)N1C(C=C(C2=CC=CC=C12)C(C(=O)OCC)(C(=O)OCC)C)=O (diethyl α-(1-benzyl-1,2-dihydro-2-oxoquinol-4-yl)-α-methylmalonate), [OH-].[Na+] (sodium hydroxide), O (water), O (water), resultant solution, Cl (hydrochloric acid). The solvent is C(C)O (ethanol). Product: C(C1=CC=CC=C1)N1C(C=C(C2=CC=CC=C12)C(C(=O)O)C)=O (α-(1-benzyl-1,2-dihydro-2-oxoquinol-4-yl)propionic acid). The yield is 66.3%. As a reaction SMILES: [CH2:1]([N:8]1[C:17]2[C:12](=[CH:13][CH:14]=[CH:15][CH:16]=2)[C:11]([C:18](C)([C:24](OCC)=O)[C:19]([O:21]CC)=[O:20])=[CH:10][C:9]1=[O:30])[C:2]1[CH:7]=[CH:6][CH:5]=[CH:4][CH:3]=1.[OH-].[Na+].O.Cl>C(O)C>[CH2:1]([N:8]1[C:17]2[C:12](=[CH:13][CH:14]=[CH:15][CH:16]=2)[C:11]([CH:18]([CH3:24])[C:19]([OH:21])=[O:20])=[CH:10][C:9]1=[O:30])[C:2]1[CH:3]=[CH:4][CH:5]=[CH:6][CH:7]=1 |f:1.2|. Procedure: A solution of diethyl α-(1-benzyl-1,2-dihydro-2-oxoquinol-4-yl)-α-methylmalonate (3.0g.) in ethanol (20ml.) containing sodium hydroxide (3.0g.) and water (3.0ml.) was heated under reflux for 1 hour. The solution was then cooled and poured into water (200ml.). The resultant solution was acidified to pH 3 by addition of concentrated hydrochloric acid to give α-(1-benzyl-1,2-dihydro-2-oxoquinol-4-yl)propionic acid 1.5g., m.p. 179°-180° C. Starting materials: CCO, COC(=O)c1ccc2c(c1)ncn2-c1ccc(F)cc1, [Na+], [OH-]. Yields the product O=C(O)c1ccc2c(c1)ncn2-c1ccc(F)cc1. As a reaction SMILES: [CH3:23][CH2:24][OH:25].[F:1][c:2]1[cH:3][cH:4][c:5](-[n:8]2[cH:9][n:10][c:11]3[c:12]2[cH:13][cH:14][c:15]([C:17](=[O:18])[O:19][CH3:20])[cH:16]3)[cH:6][cH:7]1.[Na+:22].[OH-:21]>>[F:1][c:2]1[cH:3][cH:4][c:5](-[n:8]2[cH:9][n:10][c:11]3[c:12]2[cH:13][cH:14][c:15]([C:17](=[O:18])[OH:19])[cH:16]3)[cH:6][cH:7]1. The reactants are ice water, ClC1=C(C=CC(=C1)F)CCC(=O)Cl (3-(2-chloro-4-fluorophenyl) propionyl chloride), [Cl-].[Al+3].[Cl-].[Cl-] (aluminium chloride). Run in hexanes dichloromethane, ClCCl (dichloromethane), ClCCl (dichloromethane). The product is ClC1=C2CCC(C2=CC(=C1)F)=O (4-chloro-6-fluoro-1-indanone). Isolated yield 55.0%. As a reaction SMILES: [Cl:1][C:2]1[CH:7]=[C:6]([F:8])[CH:5]=[CH:4][C:3]=1[CH2:9][CH2:10][C:11](Cl)=[O:12].[Cl-].[Al+3].[Cl-].[Cl-]>ClCCl>[Cl:1][C:2]1[CH:7]=[C:6]([F:8])[CH:5]=[C:4]2[C:3]=1[CH2:9][CH2:10][C:11]2=[O:12] |f:1.2.3.4|. Procedure: To a mixture of 3-(2-chloro-4-fluorophenyl)propanoic acid (21.6 g, 0.11 mol) and dichloromethane at room temperature was added dropwise oxalyl chloride (19.2 ml). The mixture was stirred at room temperature until gas evolution had ceased. The excess oxalyl chloride was removed by distillation to give 3-(2-chloro-4-fluorophenyl)propionyl chloride. A solution of the 3-(2-chloro-4-fluorophenyl) propionyl chloride in dichloromethane (100 ml) was added dropwise to a mixture of aluminium chloride (17.... The reactants are Fc1cc(Br)ccc1CN1CCCC1, [Li]CCCC, C1CCOC1, O=C1CC(C(=O)O)C1. Yields the product O=C(O)C1CC(O)(c2ccc(CN3CCCC3)c(F)c2)C1. As a reaction SMILES: [Br:6][c:7]1[cH:8][c:9]([F:19])[c:10]([CH2:11][N:12]2[CH2:13][CH2:14][CH2:15][CH2:16]2)[cH:17][cH:18]1.[CH2:1]([Li:2])[CH2:3][CH2:4][CH3:5].[CH2:28]1[O:29][CH2:30][CH2:31][CH2:32]1.[O:20]=[C:21]1[CH2:22][CH:23]([C:25](=[O:26])[OH:27])[CH2:24]1>>[c:7]1([C:21]2([OH:20])[CH2:22][CH:23]([C:25](=[O:26])[OH:27])[CH2:24]2)[cH:8][c:9]([F:19])[c:10]([CH2:11][N:12]2[CH2:13][CH2:14][CH2:15][CH2:16]2)[cH:17][cH:18]1. The reactants are C1CCOC1, COC(=O)C1=Cc2cc(-c3ccc(OCCOC(C)C)cc3)ccc2N(S(C)(=O)=O)CC1, CCO, Cl, [Na+], [OH-]. Yields the product CC(C)OCCOc1ccc(-c2ccc3c(c2)C=C(C(=O)O)CCN3S(C)(=O)=O)cc1. As a reaction SMILES: [CH2:36]1[O:37][CH2:38][CH2:39][CH2:40]1.[CH3:1][S:2](=[O:3])(=[O:4])[N:5]1[CH2:6][CH2:7][C:8]([C:29](=[O:30])[O:31][CH3:32])=[CH:9][c:10]2[c:11]1[cH:12][cH:13][c:14](-[c:16]1[cH:17][cH:18][c:19]([O:22][CH2:23][CH2:24][O:25][CH:26]([CH3:27])[CH3:28])[cH:20][cH:21]1)[cH:15]2.[CH3:41][CH2:42][OH:43].[ClH:35].[Na+:34].[OH-:33]>>[CH3:1][S:2](=[O:3])(=[O:4])[N:5]1[CH2:6][CH2:7][C:8]([C:29](=[O:30])[OH:31])=[CH:9][c:10]2[c:11]1[cH:12][cH:13][c:14](-[c:16]1[cH:17][cH:18][c:19]([O:22][CH2:23][CH2:24][O:25][CH:26]([CH3:27])[CH3:28])[cH:20][cH:21]1)[cH:15]2.